From a dataset of the Open Reaction Database (ORD), a public repository of structured organic reaction records. describe an organic reaction: reactants, conditions, products, and yield Reactants: Cl.Cl.N1[C@@H](CCC1)C1=CC=2C(=CN=CC2)O1 (2-(2-(S)-pyrrolidinyl)furo[2,3-c]pyridine dihydrochloride), C(=O)([O-])[O-].[K+].[K+] (K2CO3). RXN SMILES: [ClH:1].Cl.[NH:3]1[CH2:7][CH2:6][CH2:5][C@H:4]1[C:8]1[O:16][C:11]2=[CH:12][N:13]=[CH:14][CH:15]=[C:10]2[CH:9]=1.[C:17]([O-])([O-])=O.[K+].[K+]>C(O)=O.C=O>[ClH:1].[ClH:1].[CH3:17][N:3]1[CH2:7][CH2:6][CH2:5][C@H:4]1[C:8]1[O:16][C:11]2=[CH:12][N:13]=[CH:14][CH:15]=[C:10]2[CH:9]=1 |f:0.1.2,3.4.5,8.9.10|. Reported procedure: A 120 mg sample of the compound from Example 9 above was dissolved in 4 mL of formic acid and 2 mL of formalin, and the reaction mixture was heated at reflux for 30 minutes. The reaction mixture was cooled to ambient temperature and poured into saturated K2CO3 solution. The resulting mixture was extracted with CH2Cl2, the extract was dried, and the solvent was removed. The residue was chromatographed on silica gel, and the compound was converted to the salt by treatment with HCl/ether: 1H NMR (D... Solvent: C(=O)O (formic acid), C=O (formalin). The product is Cl.Cl.CN1[C@@H](CCC1)C1=CC=2C(=CN=CC2)O1 (2-(1-methyl-2-(S)-pyrrolidinyl)furo[2,3-c]pyridine dihydrochloride). The reactants are C(C)(C)N1CCC(CC1)NC(=O)C1=NC2=C(N1)C=CC(=C2)S(=O)(=O)CCO (5-(2-hydroxy-ethanesulfonyl)-1H-benzoimidazole-2-carboxylic acid (1-isopropyl-piperidin-4-yl)-amide), BrCC(=O)NC1=NC=C(C=C1)Cl (2-bromo-N-(5-chloro-pyridin-2-yl)-acetamide), CC#N.O (CH3CN H2O). The solvent is C(=O)O (formic acid). Product: C(C)(C)N1CCC(CC1)NC(=O)C1=NC2=C(N1CC(NC1=NC=C(C=C1)Cl)=O)C=CC(=C2)S(=O)(=O)CCO (1-[(5-Chloro-pyridin-2-ylcarbamoyl)-methyl]-5-(2-hydroxy-ethanesulfonyl)-1H-benzoimidazole-2-carboxylic acid (1-isopropyl-piperidin-4-yl)-amide), C(C)(C)N1CCC(CC1)NC(=O)C1=NC2=C(N1CC(NC1=NC=C(C=C1)Cl)=O)C=C(C=C2)S(=O)(=O)CCO (1-[(5-Chloro-pyridin-2-ylcarbamoyl)-methyl]-6-(2-hydroxy-ethanesulfonyl)-1H-benzoimidazole-2-carboxylic acid (1-isopropyl-piperidin-4-yl)-amide). As a reaction SMILES: [CH:1]([N:4]1[CH2:9][CH2:8][CH:7]([NH:10][C:11]([C:13]2[NH:17][C:16]3[CH:18]=[CH:19][C:20]([S:22]([CH2:25][CH2:26][OH:27])(=[O:24])=[O:23])=[CH:21][C:15]=3[N:14]=2)=[O:12])[CH2:6][CH2:5]1)([CH3:3])[CH3:2].Br[CH2:29][C:30]([NH:32][C:33]1[CH:38]=[CH:37][C:36]([Cl:39])=[CH:35][N:34]=1)=[O:31].CC#N.O>C(O)=O>[CH:1]([N:4]1[CH2:5][CH2:6][CH:7]([NH:10][C:11]([C:13]2[N:17]([CH2:29][C:30](=[O:31])[NH:32][C:33]3[CH:38]=[CH:37][C:36]([Cl:39])=[CH:35][N:34]=3)[C:16]3[CH:18]=[CH:19][C:20]([S:22]([CH2:25][CH2:26][OH:27])(=[O:23])=[O:24])=[CH:21][C:15]=3[N:14]=2)=[O:12])[CH2:8][CH2:9]1)([CH3:3])[CH3:2].[CH:1]([N:4]1[CH2:5][CH2:6][CH:7]([NH:10][C:11]([C:13]2[N:14]([CH2:29][C:30](=[O:31])[NH:32][C:33]3[CH:38]=[CH:37][C:36]([Cl:39])=[CH:35][N:34]=3)[C:15]3[CH:21]=[C:20]([S:22]([CH2:25][CH2:26][OH:27])(=[O:23])=[O:24])[CH:19]=[CH:18][C:16]=3[N:17]=2)=[O:12])[CH2:8][CH2:9]1)([CH3:3])[CH3:2] |f:2.3|. Procedure details: 1-[(5-Chloro-pyridin-2-ylcarbamoyl)-methyl]-5-(2-hydroxy-ethanesulfonyl)-1H-benzoimidazole-2-carboxylic acid (1-isopropyl-piperidin-4-yl)-amide and 1-[(5-Chloro-pyridin-2-ylcarbamoyl)-methyl]-6-(2-hydroxy-ethanesulfonyl)-1H-benzoimidazole-2-carboxylic acid (1-isopropyl-piperidin-4-yl)-amide were prepared by a procedure according to example 29 starting from 1 g (2.5 mmol) crude 5-(2-hydroxy-ethanesulfonyl)-1H-benzoimidazole-2-carboxylic acid (1-isopropyl-piperidin-4-yl)-amide and 758.9 mg (3.04 m...